Dataset: the Open Reaction Database (ORD), a public repository of structured organic reaction records. Task: describe an organic reaction: reactants, conditions, products, and yield Starting materials: FC1=CC=C(C=C1)C=1C2=C(SC1)C=C(C=C2)OS(=O)(=O)C(F)(F)F (Trifluoro-methanesulfonic acid 3-(4-fluoro-phenyl)-benzo[b]thiophene-6-yl ester), C(CCC#C)O (4-pentyn-1-ol). Product: FC1=CC=C(C=C1)C=1C2=C(SC1)C=C(C=C2)C#CCCCO (5-[3-(4-Fluoro-phenyl)-benzo[b]thiophen-6-yl]-pent-4-yn-1-ol). As a reaction SMILES: [F:1][C:2]1[CH:7]=[CH:6][C:5]([C:8]2[C:9]3[CH:16]=[CH:15][C:14](OS(C(F)(F)F)(=O)=O)=[CH:13][C:10]=3[S:11][CH:12]=2)=[CH:4][CH:3]=1.[CH2:25]([OH:30])[CH2:26][CH2:27][C:28]#[CH:29]>>[F:1][C:2]1[CH:7]=[CH:6][C:5]([C:8]2[C:9]3[CH:16]=[CH:15][C:14]([C:29]#[C:28][CH2:27][CH2:26][CH2:25][OH:30])=[CH:13][C:10]=3[S:11][CH:12]=2)=[CH:4][CH:3]=1. Procedure: In analogy to example 14.1, Trifluoro-methanesulfonic acid 3-(4-fluoro-phenyl)-benzo[b]thiophene-6-yl ester and 4-pentyn-1-ol were converted to yield 5-[3-(4-Fluoro-phenyl)-benzo[b]thiophen-6-yl]-pent-4-yn-1-ol as light green solid, MS: 310 (M). The reactants are ClC1=C(C=C(C=O)C=C1)[N+](=O)[O-] (4-chloro-3-nitro-benzaldehyde), C(C)(=O)[O-].[NH4+] (ammonium acetate), [N+](=O)([O-])C (nitromethane). The solvent is C(C)(=O)O (acetic acid). The product is ClC1=C(C=C(C=C1)C=C[N+](=O)[O-])[N+](=O)[O-] (1-(4-Chloro-3-nitrophenyl)-2-nitroethene). Reaction SMILES: [Cl:1][C:2]1[CH:9]=[CH:8][C:5]([CH:6]=O)=[CH:4][C:3]=1[N+:10]([O-:12])=[O:11].C([O-])(=O)C.[NH4+].[N+:18]([CH3:21])([O-:20])=[O:19]>C(O)(=O)C>[Cl:1][C:2]1[CH:9]=[CH:8][C:5]([CH:6]=[CH:21][N+:18]([O-:20])=[O:19])=[CH:4][C:3]=1[N+:10]([O-:12])=[O:11] |f:1.2|. Reported procedure: A solution of 4-chloro-3-nitro-benzaldehyde (5 g) and ammonium acetate (3.5 g) in nitromethane (4.5 mL) and acetic acid (20 mL) was heated to reflux for 3 hr, and then cooled to room temperature in an ice bath. The product precipitated as a dark solid. The dark solid was washed with water then ether/hexane (1:1) and dried overnight under vacuum to give 3.5 g of the title compound (75a) as a bright-red solid. Reactants: ClC1=C(C=CC=C1)C1=CCC(NC2=C1C=C(C=C2)NC(=O)OCC)=O (ethyl 5-(2-chlorophenyl)-2,3-dihydro-2-oxo-1H-1-benzazepine-7-carbamate), C[O-].[K+] (potassium methylate), CO (methanol), C(C)O (ethanol). Run in O (water). The product is NC=1C=CC2=C(C(=CCC(N2)=O)C2=C(C=CC=C2)Cl)C1 (7-amino-5-(2-chlorophenyl)-1,3-dihydro-2H-1-benzazepin-2-one). RXN SMILES: [Cl:1][C:2]1[CH:7]=[CH:6][CH:5]=[CH:4][C:3]=1[C:8]1[C:14]2[CH:15]=[C:16]([NH:19]C(OCC)=O)[CH:17]=[CH:18][C:13]=2[NH:12][C:11](=[O:25])[CH2:10][CH:9]=1.C[O-].[K+].CO.C(O)C>O>[NH2:19][C:16]1[CH:17]=[CH:18][C:13]2[NH:12][C:11](=[O:25])[CH2:10][CH:9]=[C:8]([C:3]3[CH:4]=[CH:5][CH:6]=[CH:7][C:2]=3[Cl:1])[C:14]=2[CH:15]=1 |f:1.2|. Reported procedure: 13.0 g of ethyl 5-(2-chlorophenyl)-2,3-dihydro-2-oxo-1H-1-benzazepine-7-carbamate are heated to boiling under reflux for 13 hours together with 39 g of potassium methylate in a mixture of in each case 215 ml of methanol, ethanol and water. After evaporation of the organic solvents, the residue is extracted with chloroform. The residue from the chloroform extract is crystallized from ethyl acetate. There is obtained 7-amino-5-(2-chlorophenyl)-1,3-dihydro-2H-1-benzazepin-2-one of melting point 192...